From a dataset of the Open Reaction Database (ORD), a public repository of structured organic reaction records. describe an organic reaction: reactants, conditions, products, and yield Starting materials: C(C1=CC=CC=C1)C(C(=O)OCCC)CC(=O)N1C[C@H]2CC=CC[C@H]2C1 (propyl 2-benzyl-3-(cis-3a,4,7,7a-tetrahydro-2-isoindolinylcarbonyl)propionate), [OH-].[Na+] (sodium hydroxide). Run in C(C)O (ethanol). Reaction conditions: time 16 hour. Yields the product C(C1=CC=CC=C1)C(C(=O)O)CC(=O)N1C[C@H]2CC=CC[C@H]2C1 (2-benzyl-3-(cis-3a,4,7,7a-tetrahydro-2-isoindolinylcarbonyl)propionic acid). Isolated yield 68.7%. RXN SMILES: [CH2:1]([CH:8]([CH2:15][C:16]([N:18]1[CH2:26][C@H:25]2[C@H:20]([CH2:21][CH:22]=[CH:23][CH2:24]2)[CH2:19]1)=[O:17])[C:9]([O:11]CCC)=[O:10])[C:2]1[CH:7]=[CH:6][CH:5]=[CH:4][CH:3]=1.[OH-].[Na+]>C(O)C>[CH2:1]([CH:8]([CH2:15][C:16]([N:18]1[CH2:19][C@H:20]2[C@H:25]([CH2:24][CH:23]=[CH:22][CH2:21]2)[CH2:26]1)=[O:17])[C:9]([OH:11])=[O:10])[C:2]1[CH:3]=[CH:4][CH:5]=[CH:6][CH:7]=1 |f:1.2|. Procedure details: To a solution of propyl 2-benzyl-3-(cis-3a,4,7,7a-tetrahydro-2-isoindolinylcarbonyl)propionate (198 mg) in ethanol (2 ml) was added 1N sodium hydroxide solution (668 μl) and the mixture was stirred at room temperature for 16 hours. After the solvent was evaporated under reduced pressure, the residue was dissolved in water and extracted with ethyl acetate. The aqueous layer was acidified with hydrochloric acid and extracted with ethyl acetate. The organic layer was washed with brine and dried ove...